Dataset: the Open Reaction Database (ORD), a public repository of structured organic reaction records. Task: describe an organic reaction: reactants, conditions, products, and yield Reactants: C(C)(C)C=1C=NC(=NC1)N1CCC(CC1)[C@@H]1[C@@H](C1)CO ({(1R,2R)-2-[1-(5-isopropylpyrimidin-2-yl)piperidin-4-yl]cyclopropyl}methanol), [I-] (iodide), intermediate 8. Product: IC[C@H]1[C@H](C1)C1CCN(CC1)C1=NC=C(C=N1)C(C)C (2-{4-[(1R,2R)-2-(iodomethyl)cyclopropyl]piperidin-1-yl}-5-isopropylpyrimidine). RXN SMILES: [CH:1]([C:4]1[CH:5]=[N:6][C:7]([N:10]2[CH2:15][CH2:14][CH:13]([C@H:16]3[CH2:18][C@H:17]3[CH2:19]O)[CH2:12][CH2:11]2)=[N:8][CH:9]=1)([CH3:3])[CH3:2].[I-:21]>>[I:21][CH2:19][C@@H:17]1[CH2:18][C@@H:16]1[CH:13]1[CH2:14][CH2:15][N:10]([C:7]2[N:6]=[CH:5][C:4]([CH:1]([CH3:3])[CH3:2])=[CH:9][N:8]=2)[CH2:11][CH2:12]1. Reported procedure: The product of step B was converted to the iodide using the conditions outlined for intermediate 8, step A. Starting materials: N1=CC=CC=C1 (Pyridine), C(C)(C)C1=C(N)C=CC=C1 (2-isopropylaniline), ClC(C(=O)N1CCN(CC1)C=1C=C(C=CC1OC)S(=O)(=O)Cl)(Cl)Cl (3-(4-Trichloroacetylpiperazin-1-yl)-4-methoxybenzenesulfonyl chloride). Run in ClCCl (dichloromethane). Reaction conditions: time 18 hour. The product is Cl.C(C)(C)C1=C(C=CC=C1)NS(=O)(=O)C1=CC(=C(C=C1)OC)N1CCNCC1 (N-(2-Isopropylphenyl)-4-methoxy-3-piperazin-1-yl-benzenesulfonamide hydrochloride). The yield is 76.4%. As a reaction SMILES: N1C=CC=CC=1.[CH:7]([C:10]1[CH:16]=[CH:15][CH:14]=[CH:13][C:11]=1[NH2:12])([CH3:9])[CH3:8].[Cl:17]C(Cl)(Cl)C([N:21]1[CH2:26][CH2:25][N:24]([C:27]2[CH:28]=[C:29]([S:35](Cl)(=[O:37])=[O:36])[CH:30]=[CH:31][C:32]=2[O:33][CH3:34])[CH2:23][CH2:22]1)=O>ClCCl>[ClH:17].[CH:7]([C:10]1[CH:16]=[CH:15][CH:14]=[CH:13][C:11]=1[NH:12][S:35]([C:29]1[CH:30]=[CH:31][C:32]([O:33][CH3:34])=[C:27]([N:24]2[CH2:25][CH2:26][NH:21][CH2:22][CH2:23]2)[CH:28]=1)(=[O:36])=[O:37])([CH3:9])[CH3:8] |f:4.5|. Procedure: Pyridine (0.28 ml) was added to a stirred solution of 2-isopropylaniline (98 mg) and 3-(4-trichloroacetylpiperazin-1-yl)-4-methoxybenzenesulfonyl chloride (D4) (300 mg) in dichloromethane (4 ml) at room temperature. After 18 h the solution was washed with 1M hydrochloric acid (5 ml) then water (5 ml). The organic phase was stirred vigourously with 20% aq. potassium hydroxide (0.5 ml) for 18 h. A 10% aqueous solution of KH2PO4 (8 ml) was then added to the mixture and after 0.25 h stirring the lay... Run in C(Cl)Cl (DCM). Starting materials: FC=1C=C2C(=NC1)N(C=C2C=2C=C(C=NC2)NC(C(=O)NCC(F)(F)F)C(C)C)COCC[Si](C)(C)C (2-(5-(5-fluoro-1-((2-(trimethylsilyl)ethoxy)methyl)-1H-pyrrolo[2,3-b]pyridin-3-yl)pyridin-3-ylamino)-3-methyl-N-(2,2,2-trifluoroethyl)butanamide), C(CN)N (ethylenediamine), [OH-].[Na+] (sodium hydroxide), C(=O)(C(F)(F)F)O (TFA). Reported procedure: 2-(5-(5-fluoro-1-((2-(trimethylsilyl)ethoxy)methyl)-1H-pyrrolo[2,3-b]pyridin-3-yl)pyridin-3-ylamino)-3-methyl-N-(2,2,2-trifluoroethyl)butanamide 1-2a (78 mg, 0.145 mmol) was dissolved in DCM (2 ml). TFA (1.114 ml, 14.45 mmol) was added and mixture allowed to stir for 1 hr. Reaction concentrated then resuspended in MeOH (4 ml) and ethylenediamine (0.020 ml, 0.289 mmol) and sodium hydroxide (10 M aqueous) (0.101 ml, 1.012 mmol) added. After 30 min the reaction was treated with HCL (1.012 ml, 1.012... Reaction conditions: time 1 hour. Yields the product FC=1C=C2C(=NC1)NC=C2C=2C=C(C=NC2)NC(C(=O)NCC(F)(F)F)C(C)C (2-{[5-(5-fluoro-1H-pyrrolo[2,3-b]pyridin-3-yl)pyridin-3-yl]amino}-3-methyl-N-(2,2,2-trifluoroethyl)butanamide). RXN SMILES: [F:1][C:2]1[CH:3]=[C:4]2[C:10]([C:11]3[CH:12]=[C:13]([NH:17][CH:18]([CH:27]([CH3:29])[CH3:28])[C:19]([NH:21][CH2:22][C:23]([F:26])([F:25])[F:24])=[O:20])[CH:14]=[N:15][CH:16]=3)=[CH:9][N:8](COCC[Si](C)(C)C)[C:5]2=[N:6][CH:7]=1.C(O)(C(F)(F)F)=O.C(N)CN.[OH-].[Na+]>C(Cl)Cl>[F:1][C:2]1[CH:3]=[C:4]2[C:10]([C:11]3[CH:12]=[C:13]([NH:17][CH:18]([CH:27]([CH3:29])[CH3:28])[C:19]([NH:21][CH2:22][C:23]([F:24])([F:25])[F:26])=[O:20])[CH:14]=[N:15][CH:16]=3)=[CH:9][NH:8][C:5]2=[N:6][CH:7]=1 |f:3.4|. Starting materials: BrCc1ccccc1, CC(C)N1CCC(Oc2ccc3c(c2)cc2n3C(C)CNC2=O)CC1, [H-], [Na+]. Product: CC(C)N1CCC(Oc2ccc3c(c2)cc2n3C(C)CN(Cc3ccccc3)C2=O)CC1. As a reaction SMILES: [Br:28][CH2:29][c:30]1[cH:31][cH:32][cH:33][cH:34][cH:35]1.[CH:1]([CH3:2])([CH3:3])[N:4]1[CH2:5][CH2:6][CH:7]([O:10][c:11]2[cH:12][c:13]3[cH:14][c:15]4[n:16]([c:17]3[cH:18][cH:19]2)[CH:20]([CH3:25])[CH2:21][NH:22][C:23]4=[O:24])[CH2:8][CH2:9]1.[H-:26].[Na+:27]>>[CH:1]([CH3:2])([CH3:3])[N:4]1[CH2:5][CH2:6][CH:7]([O:10][c:11]2[cH:12][c:13]3[cH:14][c:15]4[n:16]([c:17]3[cH:18][cH:19]2)[CH:20]([CH3:25])[CH2:21][N:22]([CH2:29][c:30]2[cH:31][cH:32][cH:33][cH:34][cH:35]2)[C:23]4=[O:24])[CH2:8][CH2:9]1. The product is COc1cc(OC)c([N+](=O)[O-])c(OC)c1NC(=O)OCCCl. RXN SMILES: [Ca+2:17].[Cl:22][C:23](=[O:24])[O:25][CH2:26][CH2:27][Cl:28].[ClH:29].[NH2:1][c:2]1[c:3]([O:15][CH3:16])[cH:4][c:5]([O:13][CH3:14])[c:6]([N+:10](=[O:11])[O-:12])[c:7]1[O:8][CH3:9].[O-:18][C:19](=[O:20])[O-:21].[O:30]1[CH2:31][CH2:32][O:33][CH2:34][CH2:35]1.[OH2:36]>>[NH:1]([c:2]1[c:3]([O:15][CH3:16])[cH:4][c:5]([O:13][CH3:14])[c:6]([N+:10](=[O:11])[O-:12])[c:7]1[O:8][CH3:9])[C:23](=[O:24])[O:25][CH2:26][CH2:27][Cl:28]. Reactants: [Ca+2], O=C(Cl)OCCCl, Cl, COc1cc(OC)c([N+](=O)[O-])c(OC)c1N, O=C([O-])[O-], C1COCCO1, O. Reactants: CC(C(C)(C)C)NC1=NC=2C=CNC(C2C2=C1C=CN=C2)=O (6-[(1,2,2-trimethylpropyl)amino]pyrido[4,3-c]-1,6-naphthyridin-1(2H)-one), C1CC(=O)N(C1=O)I (NIS), O.O.O.O.O.S(=S)(=O)([O-])[O-].[Na+].[Na+] (sodium thiosulfate pentahydrate), C(O)([O-])=O.[Na+] (sodium hydrogen carbonate). The solvent is C(C)(=O)O (acetic acid). Run at time 2 hour. Yields the product IC1=CNC(C=2C3=C(C(=NC12)NC(C(C)(C)C)C)C=CN=C3)=O (4-iodo-6-[(1,2,2-trimethylpropyl)amino]pyrido[4,3-c]-1,6-naphthyridin-1(2H)-one). As a reaction SMILES: [CH3:1][CH:2]([NH:7][C:8]1[C:17]2[CH:18]=[CH:19][N:20]=[CH:21][C:16]=2[C:15]2[C:14](=[O:22])[NH:13][CH:12]=[CH:11][C:10]=2[N:9]=1)[C:3]([CH3:6])([CH3:5])[CH3:4].C1C(=O)N([I:30])C(=O)C1.C(=O)([O-])O.[Na+].O.O.O.O.O.S([O-])([O-])(=O)=S.[Na+].[Na+]>C(O)(=O)C>[I:30][C:11]1[C:10]2[N:9]=[C:8]([NH:7][CH:2]([CH3:1])[C:3]([CH3:5])([CH3:6])[CH3:4])[C:17]3[CH:18]=[CH:19][N:20]=[CH:21][C:16]=3[C:15]=2[C:14](=[O:22])[NH:13][CH:12]=1 |f:2.3,4.5.6.7.8.9.10.11|. Procedure: To a solution of 6-[(1,2,2-trimethylpropyl)amino]pyrido[4,3-c]-1,6-naphthyridin-1(2H)-one (221 mg, 0.746 mmol) in acetic acid (7.5 mL), NIS (336 mg, 1.491 mmol) was added. After stirring for 2 h at room temperature, aqueous sodium hydrogen carbonate was added, and then aqueous sodium thiosulfate pentahydrate (5%) was added. The aqueous mixture was extracted with dichloromethane. The combined organic extracts were dried over sodium sulfate and concentrated under reduced pressure. The residue was ...